Dataset: the Open Reaction Database (ORD), a public repository of structured organic reaction records. Task: describe an organic reaction: reactants, conditions, products, and yield Starting materials: C(C1=CC=CC=C1)OC=1C=C(N)C=CC1 (3-benzyloxyaniline), N1=CC=CC=C1 (pyridine), ClC(=O)OC1=CC=CC=C1 (phenyl chloroformate). The solvent is C(Cl)Cl (DCM). Reaction conditions: time 2 hour. Product: C1(=CC=CC=C1)OC(NC1=CC(=CC=C1)OCC1=CC=CC=C1)=O (phenyl[3-(benzyloxy)phenyl]carbamate). As a reaction SMILES: [CH2:1]([O:8][C:9]1[CH:10]=[C:11]([CH:13]=[CH:14][CH:15]=1)[NH2:12])[C:2]1[CH:7]=[CH:6][CH:5]=[CH:4][CH:3]=1.N1C=CC=CC=1.Cl[C:23]([O:25][C:26]1[CH:31]=[CH:30][CH:29]=[CH:28][CH:27]=1)=[O:24]>C(Cl)Cl>[C:26]1([O:25][C:23](=[O:24])[NH:12][C:11]2[CH:13]=[CH:14][CH:15]=[C:9]([O:8][CH2:1][C:2]3[CH:3]=[CH:4][CH:5]=[CH:6][CH:7]=3)[CH:10]=2)[CH:31]=[CH:30][CH:29]=[CH:28][CH:27]=1. Procedure details: To a stirred solution of 3-benzyloxyaniline (0.999 g, 5.01 mmol) in DCM (10 mL) was added pyridine (1.22 ml, 15.03 mmol) and phenyl chloroformate (0.68 ml, 5.51 mmol) dropwise (Exotherm!). The reaction was then allowed to stir at room temperature for 2 hours. The reaction mixture was then partitioned between DCM and 1M HCl, extracted twice, combined organics passed through phase separating cartridge and filtrate evaporated to dryness to give an orange solid. This was then triturated in 10% ethyl... Starting materials: CS(=O)(=O)C1=CC=C(C=C1)N1N=C(C=C1C1=CC=C(C=C1)Br)C(F)(F)F (1-[4-(Methylsulfonyl)phenyl]-5-(4-bromophenyl)-3-trifluoromethyl-1H-pyrazole), O1C=C(C=C1)B(O)O (furan-3-boronic acid), S1C=C(C=C1)B(O)O (thiophen-3-boronic acid). Product: CS(=O)(=O)C1=CC=C(C=C1)N1N=C(C=C1C1=CC=C(C=C1)C1=COC=C1)C(F)(F)F (1-[4-(Methylsulfonyl)phenyl]-5-[4-(3-furyl)phenyl]-3-trifluoromethyl-1H-pyrazole). RXN SMILES: [CH3:1][S:2]([C:5]1[CH:10]=[CH:9][C:8]([N:11]2[C:15]([C:16]3[CH:21]=[CH:20][C:19](Br)=[CH:18][CH:17]=3)=[CH:14][C:13]([C:23]([F:26])([F:25])[F:24])=[N:12]2)=[CH:7][CH:6]=1)(=[O:4])=[O:3].[O:27]1[CH:31]=[CH:30][C:29](B(O)O)=[CH:28]1.S1C=CC(B(O)O)=C1>>[CH3:1][S:2]([C:5]1[CH:10]=[CH:9][C:8]([N:11]2[C:15]([C:16]3[CH:21]=[CH:20][C:19]([C:29]4[CH:30]=[CH:31][O:27][CH:28]=4)=[CH:18][CH:17]=3)=[CH:14][C:13]([C:23]([F:26])([F:25])[F:24])=[N:12]2)=[CH:7][CH:6]=1)(=[O:4])=[O:3]. Procedure details: The title compound was prepared according to the procedure of Example 17 using 1-[4-(Methylsulfonyl)phenyl]-5-(4-bromophenyl)-3-trifluoromethyl-1H-pyrazole and furan-3-boronic acid, instead of thiophen-3-boronic acid. Reactants: [BH4-], C1CCNCC1, C1CCOC1, CCO, CC(C)[O-], CC(C)[O-], CC(C)[O-], CC(C)[O-], O=C1CCC(COCc2cc(C(F)(F)F)cc(C(F)(F)F)c2)(c2ccccc2)C1, [Na+], [Ti+4]. The product is FC(F)(F)c1cc(COCC2(c3ccccc3)CCC(N3CCCCC3)C2)cc(C(F)(F)F)c1. Reaction SMILES: [BH4-:39].[CH2:30]1[CH2:31][CH2:32][NH:33][CH2:34][CH2:35]1.[CH2:41]1[O:42][CH2:43][CH2:44][CH2:45]1.[CH3:36][CH2:37][OH:38].[CH3:46][CH:47]([CH3:48])[O-:49].[CH3:51][CH:52]([CH3:53])[O-:54].[CH3:55][CH:56]([CH3:57])[O-:58].[CH3:59][CH:60]([CH3:61])[O-:62].[F:1][C:2]([c:3]1[cH:4][c:5]([CH2:6][O:7][CH2:8][C:9]2([c:15]3[cH:16][cH:17][cH:18][cH:19][cH:20]3)[CH2:10][C:11](=[O:14])[CH2:12][CH2:13]2)[cH:21][c:22]([C:24]([F:25])([F:26])[F:27])[cH:23]1)([F:28])[F:29].[Na+:40].[Ti+4:50]>>[F:1][C:2]([c:3]1[cH:4][c:5]([CH2:6][O:7][CH2:8][C:9]2([c:15]3[cH:16][cH:17][cH:18][cH:19][cH:20]3)[CH2:10][CH:11]([N:33]3[CH2:32][CH2:31][CH2:30][CH2:35][CH2:34]3)[CH2:12][CH2:13]2)[cH:21][c:22]([C:24]([F:25])([F:26])[F:27])[cH:23]1)([F:28])[F:29]. Reactants: CC[Zn]CC, CCCCCC, [Cl-], ClCCl, CI, [NH4+], CC(C)c1csc(CCc2ccn3c(=O)c(C=CCO)c(N4CCOCC4)nc3c2)n1. Yields the product CC(C)c1csc(CCc2ccn3c(=O)c(C4CC4CO)c(N4CCOCC4)nc3c2)n1. As a reaction SMILES: [CH2:32]([Zn:33][CH2:34][CH3:35])[CH3:36].[CH3:37][CH2:38][CH2:39][CH2:40][CH2:41][CH3:42].[Cl-:45].[Cl:47][CH2:48][Cl:49].[I:43][CH3:44].[NH4+:46].[OH:1][CH2:2][CH:3]=[CH:4][c:5]1[c:6]([N:26]2[CH2:27][CH2:28][O:29][CH2:30][CH2:31]2)[n:7][c:8]2[n:9]([c:10]1=[O:11])[cH:12][cH:13][c:14]([CH2:16][CH2:17][c:18]1[s:19][cH:20][c:21]([CH:23]([CH3:24])[CH3:25])[n:22]1)[cH:15]2>>[OH:1][CH2:2][CH:3]1[CH:4]([c:5]2[c:6]([N:26]3[CH2:27][CH2:28][O:29][CH2:30][CH2:31]3)[n:7][c:8]3[n:9]([c:10]2=[O:11])[cH:12][cH:13][c:14]([CH2:16][CH2:17][c:18]2[s:19][cH:20][c:21]([CH:23]([CH3:24])[CH3:25])[n:22]2)[cH:15]3)[CH2:32]1.